From a dataset of the Open Reaction Database (ORD), a public repository of structured organic reaction records. describe an organic reaction: reactants, conditions, products, and yield The reactants are Cc1cc(C)c(C(=O)O)c(C)c1, COc1cc(C(C)C)c2c(c1)S(=O)(=O)N(CCl)C2=O, [K+], [K+], O=C([O-])[O-], CN(C)C=O, O. The product is COc1cc(C(C)C)c2c(c1)S(=O)(=O)N(COC(=O)c1c(C)cc(C)cc1C)C2=O. RXN SMILES: [CH3:1][c:2]1[c:3]([C:4](=[O:5])[OH:6])[c:7]([CH3:12])[cH:8][c:9]([CH3:11])[cH:10]1.[Cl:19][CH2:20][N:21]1[S:22](=[O:23])(=[O:24])[c:25]2[cH:26][c:27]([O:36][CH3:37])[cH:28][c:29]([CH:33]([CH3:34])[CH3:35])[c:30]2[C:31]1=[O:32].[K+:13].[K+:14].[O-:15][C:16]([O-:17])=[O:18].[O:39]=[CH:40][N:41]([CH3:42])[CH3:43].[OH2:38]>>[CH3:1][c:2]1[c:3]([C:4](=[O:5])[O:6][CH2:20][N:21]2[S:22](=[O:23])(=[O:24])[c:25]3[cH:26][c:27]([O:36][CH3:37])[cH:28][c:29]([CH:33]([CH3:34])[CH3:35])[c:30]3[C:31]2=[O:32])[c:7]([CH3:12])[cH:8][c:9]([CH3:11])[cH:10]1. Reactants: Grignard reagent, C(#N)C1=CC=C(N1C)CC(=O)O (5-cyano-1-methylpyrrole-2-acetic acid), C1(=CC=CC=C1)OC (anisole), [Mg] (magnesium), BrC1=CC=C(C=C1)C (4-bromotoluene), C1(=CC=CC=C1)OC (anisole). Run in O1CCCC1 (tetrahydrofuran), O1CCCC1 (tetrahydrofuran). Run at temperature 115 celsius. The product is CN1C(=CC=C1C(=O)C1=CC=C(C=C1)C)CC(=O)O (1-methyl-5-p-toluoylpyrrole-2-acetic acid). Isolated yield 77.0%. Reaction SMILES: [Mg].Br[C:3]1[CH:8]=[CH:7][C:6]([CH3:9])=[CH:5][CH:4]=1.C1([O:16]C)C=CC=CC=1.[C:18]([C:20]1[N:24]([CH3:25])[C:23]([CH2:26][C:27]([OH:29])=[O:28])=[CH:22][CH:21]=1)#N>O1CCCC1>[CH3:25][N:24]1[C:20]([C:18]([C:3]2[CH:8]=[CH:7][C:6]([CH3:9])=[CH:5][CH:4]=2)=[O:16])=[CH:21][CH:22]=[C:23]1[CH2:26][C:27]([OH:29])=[O:28]. Procedure details: To a solution of the Grignard reagent prepared from 0.71 g. (31 mmol) of magnesium and 5.3 g. (31 mmol) of 4-bromotoluene in a mixture of 20 ml. of anisole and 5 ml. of tetrahydrofuran was added over five minutes with stirring and heating a solution of 0.98 g. (6.0 mmol) of 5-cyano-1-methylpyrrole-2-acetic acid in a mixture of 5 ml. of anisole and 3 ml. of tetrahydrofuran. The reaction mixture was then heated under reflux (115° C.) for two hours, cooled, and partitioned between ether and dilute ... Starting materials: [BH4-], COC(=O)c1cc(Oc2ccc(B3OC(C)(C)C(C)(C)O3)c(C=O)c2)ccc1C#N, CO, Cl, [Na+]. Yields the product COC(=O)c1cc(Oc2ccc3c(c2)COB3O)ccc1C#N. RXN SMILES: [BH4-:31].[C:1](#[N:2])[c:3]1[c:4]([C:5](=[O:6])[O:7][CH3:8])[cH:9][c:10]([O:13][c:14]2[cH:15][c:16]([CH:29]=[O:30])[c:17]([B:20]3[O:21][C:26]([CH3:27])([CH3:28])[C:23]([CH3:22])([CH3:25])[O:24]3)[cH:18][cH:19]2)[cH:11][cH:12]1.[CH3:34][OH:35].[ClH:33].[Na+:32]>>[C:1](#[N:2])[c:3]1[c:4]([C:5](=[O:6])[O:7][CH3:8])[cH:9][c:10]([O:13][c:14]2[cH:15][c:16]3[c:17]([cH:18][cH:19]2)[B:20]([OH:21])[O:24][CH2:23]3)[cH:11][cH:12]1. Starting materials: CN1CCOCC1 (N-Methylmorpholine), Cl.CN(CCCN=C=NCC)C (1-(3-dimethylaminopropyl)-3-ethylcarbodiimide hydrochloride), C(C)(C)(C)OC(=O)NC[C@@H]1C[C@H](N(C1)C(=O)OC(C)(C)C)C(=O)O (trans-4-(N-tert-butoxycarbonylaminomethyl)-N-tert-butoxycarbonyl-L-proline), C1=CC=C(C=C1)OC2=CC=C(C=C2)N (4-aminodiphenylether), ON1N=NC2=C1C=CC=C2 (1-hydroxybenzotriazole). The solvent is O1CCCC1 (tetrahydrofuran), CN(C=O)C (N,N-dimethylformamide). Conditions: time 13 hour. Yields the product O(C1=CC=CC=C1)C1=CC=C(C=C1)NC([C@H]1N(C[C@@H](C1)CNC(=O)OC(C)(C)C)C(=O)OC(C)(C)C)=O (trans-4-(N-tert-Butoxycarbonylaminomethyl)-N-tert-Butoxycarbonyl-L-Proline 4-Phenoxyphenylamide). Yield: 63.4%. Reaction SMILES: CN1CCOCC1.Cl.CN(C)CCCN=C=NCC.[C:20]([O:24][C:25]([NH:27][CH2:28][C@H:29]1[CH2:33][N:32]([C:34]([O:36][C:37]([CH3:40])([CH3:39])[CH3:38])=[O:35])[C@H:31]([C:41]([OH:43])=O)[CH2:30]1)=[O:26])([CH3:23])([CH3:22])[CH3:21].[CH:44]1[CH:49]=[CH:48][C:47]([O:50][C:51]2[CH:56]=[CH:55][C:54]([NH2:57])=[CH:53][CH:52]=2)=[CH:46][CH:45]=1.ON1C2C=CC=CC=2N=N1>O1CCCC1.CN(C)C=O>[O:50]([C:51]1[CH:52]=[CH:53][C:54]([NH:57][C:41](=[O:43])[C@@H:31]2[CH2:30][C@@H:29]([CH2:33][NH:32][C:34]([O:36][C:37]([CH3:40])([CH3:39])[CH3:38])=[O:35])[CH2:28][N:27]2[C:25]([O:24][C:20]([CH3:23])([CH3:22])[CH3:21])=[O:26])=[CH:55][CH:56]=1)[C:47]1[CH:48]=[CH:49][CH:44]=[CH:45][CH:46]=1 |f:1.2|. Procedure details: N-Methylmorpholine (60 mL) and 1-(3-dimethylaminopropyl)-3-ethylcarbodiimide hydrochloride (94 mg) were added to a solution of trans-4-(N-tert-butoxycarbonylaminomethyl)-N-tert-butoxycarbonyl-L-proline (Compound D109 (D), 206 mg), 4-aminodiphenylether (104 mg), and 1-hydroxybenzotriazole (70 mg) in tetrahydrofuran (6 mL) and N,N-dimethylformamide (2 mL) at room temperature. After stirring at room temperature for 13 hr, the reaction mixture was partitioned between ethyl acetate and 1 N hydrochlor... Starting materials: COC(=O)c1cc(Cl)nc(N2CCC(NC(=O)OC(C)(C)C)CC2)c1, CC(C)O, NN. Product: CC(C)(C)OC(=O)NC1CCN(c2cc(C(=O)NN)cc(Cl)n2)CC1. RXN SMILES: [C:3]([CH3:4])([CH3:5])([CH3:6])[O:7][C:8](=[O:9])[NH:10][CH:11]1[CH2:12][CH2:13][N:14]([c:17]2[cH:18][c:19]([C:20](=[O:21])[O:22][CH3:23])[cH:24][c:25]([Cl:27])[n:26]2)[CH2:15][CH2:16]1.[CH:28]([OH:29])([CH3:30])[CH3:31].[NH2:1][NH2:2]>>[NH:1]([NH2:2])[C:20]([c:19]1[cH:18][c:17]([N:14]2[CH2:13][CH2:12][CH:11]([NH:10][C:8]([O:7][C:3]([CH3:4])([CH3:5])[CH3:6])=[O:9])[CH2:16][CH2:15]2)[n:26][c:25]([Cl:27])[cH:24]1)=[O:21].